This data is from the Open Reaction Database (ORD), a public repository of structured organic reaction records. The task is: describe an organic reaction: reactants, conditions, products, and yield Reactants: C(#C)C=1C=C(C=CC1)C=1C(=O)NC(C1)=O (3-ethynylphenyl maleimide), C(C)(=O)OC(C)=O (acetic anhydride), C(=CCC)OC1=CC=C(N)C=C1 (4-butenyloxyaniline), C1(\C=C/C(=O)O1)=O (maleic anhydride). The reagents and catalysts are C(C)(=O)[O-].[Ni+2].C(C)(=O)[O-] (nickel (II) acetate). The solvent is CC(=O)C (acetone). The product is C(=CCC)OC1=CC=C(C=C1)C=1C(=O)NC(C1)=O (4-Butenyloxyphenyl Maleimide). RXN SMILES: C([C:3]1[CH:4]=[C:5]([C:9]2[C:10]([NH:12][C:13](=[O:15])[CH:14]=2)=[O:11])[CH:6]=[CH:7][CH:8]=1)#C.[CH:16]([O:20]C1C=CC(N)=CC=1)=[CH:17][CH2:18][CH3:19].C1(=O)OC(=O)C=C1.C(OC(=O)C)(=O)C>C([O-])(=O)C.[Ni+2].C([O-])(=O)C.CC(C)=O>[CH:16]([O:20][C:8]1[CH:3]=[CH:4][C:5]([C:9]2[C:10]([NH:12][C:13](=[O:15])[CH:14]=2)=[O:11])=[CH:6][CH:7]=1)=[CH:17][CH2:18][CH3:19] |f:4.5.6|. Reported procedure: The procedure is the same for 3-ethynylphenyl maleimide. The following amounts of staring materials were used: 4-butenyloxyaniline (4.0 g, 24.5 mmol), maleic anhydride (2.4 g, 24.5 mmol), acetone (100 ml) triethylamine (5 ml), nickel (II) acetate (0.25 g, 3.5 mmol), and acetic anhydride (2.75 g, 27 mmol). Yield=5.0 g, (84%). RXN SMILES: [C:1]1([C:13]2[CH:18]=[CH:17][CH:16]=[CH:15][CH:14]=2)[CH:6]=[CH:5][C:4]([Si:7]([CH3:12])([CH3:11])[CH:8](Cl)[CH3:9])=[CH:3][CH:2]=1.[K].[NH:20]1[CH:24]=[N:23][CH:22]=[N:21]1.CO>CN(C)C=O.O.ClCCl>[C:1]1([C:13]2[CH:18]=[CH:17][CH:16]=[CH:15][CH:14]=2)[CH:6]=[CH:5][C:4]([Si:7]([CH3:12])([CH3:11])[CH:8]([N:20]2[CH:24]=[N:23][CH:22]=[N:21]2)[CH3:9])=[CH:3][CH:2]=1 |f:1.2,^1:18|. The yield is 13.1%. Conditions: time 64 hour. Reported procedure: A mixture of 2.50 g (7.46 mmol) of 82% pure (1,1'-biphenyl-4-yl)dimethyl-1-chloroethylsilane and 1.60 g (15 mmol) of 1H-1,2,4-triazole potassium salt in 15 ml of dimethylformamide was stirred at 50° for 64 hours, cooled, diluted with water, and extracted with ether. The ether extracts were washed with water and brine, dried over magnesium sulfate, and evaporated to leave a viscous oil. Chromatography over silica gel eluting with 2% methanol in dichloromethane gave 0.30 g (13%) of the title compo... The solvent is ClCCl (dichloromethane), O (water), CN(C=O)C (dimethylformamide). Yields the product C1(=CC=C(C=C1)[Si](C(C)N1N=CN=C1)(C)C)C1=CC=CC=C1 ((1,1'-Biphenyl-4-yl)dimethyl[1-(1H-1,2,4-triazol-1-yl)ethyl]silane). The reactants are CO (methanol), C1(=CC=C(C=C1)[Si](C(C)Cl)(C)C)C1=CC=CC=C1 ((1,1'-biphenyl-4-yl)dimethyl-1-chloroethylsilane), [K].N1N=CN=C1 (1H-1,2,4-triazole potassium salt). Starting materials: CC(=O)OC(C)=O, COCCC(=O)OC1(C(=O)CO)CCC2C3CC(C)C4=CC(=O)C=CC4(C)C3C(O)CC21C. The product is COCCC(=O)OC1(C(=O)COC(C)=O)CCC2C3CC(C)C4=CC(=O)C=CC4(C)C3C(O)CC21C. Reaction SMILES: [CH3:34][C:35](=[O:36])[O:37][C:38](=[O:39])[CH3:40].[OH:1][CH:2]1[CH:3]2[C:4]3([CH3:33])[CH:5]=[CH:6][C:7](=[O:32])[CH:8]=[C:9]3[CH:10]([CH3:31])[CH2:11][CH:12]2[CH:13]2[CH2:14][CH2:15][C:16]([C:17]([CH2:18][OH:19])=[O:20])([O:24][C:25]([CH2:26][CH2:27][O:28][CH3:29])=[O:30])[C:21]2([CH3:23])[CH2:22]1>>[OH:1][CH:2]1[CH:3]2[C:4]3([CH3:33])[CH:5]=[CH:6][C:7](=[O:32])[CH:8]=[C:9]3[CH:10]([CH3:31])[CH2:11][CH:12]2[CH:13]2[CH2:14][CH2:15][C:16]([C:17]([CH2:18][O:19][C:35]([CH3:34])=[O:36])=[O:20])([O:24][C:25]([CH2:26][CH2:27][O:28][CH3:29])=[O:30])[C:21]2([CH3:23])[CH2:22]1. The reactants are ClCCl, COc1ccccc1N1CCNCC1, CCN(C(C)C)C(C)C, Cl, O=CCCCC1CC(C=Cc2ccccc2)=NO1. Product: COc1ccccc1N1CCNCC1CCCCC1CC(C=Cc2ccccc2)=NO1. As a reaction SMILES: [CH2:43]([Cl:44])[Cl:45].[CH3:20][O:21][c:22]1[c:23]([N:28]2[CH2:29][CH2:30][NH:31][CH2:32][CH2:33]2)[cH:24][cH:25][cH:26][cH:27]1.[CH:34]([N:35]([CH:36]([CH3:37])[CH3:38])[CH2:39][CH3:40])([CH3:41])[CH3:42].[ClH:19].[c:1]1([CH:7]=[CH:8][C:9]2=[N:10][O:11][CH:12]([CH2:14][CH2:15][CH2:16][CH:17]=[O:18])[CH2:13]2)[cH:2][cH:3][cH:4][cH:5][cH:6]1>>[c:1]1([CH:7]=[CH:8][C:9]2=[N:10][O:11][CH:12]([CH2:14][CH2:15][CH2:16][CH2:17][CH:29]3[N:28]([c:23]4[c:22]([O:21][CH3:20])[cH:27][cH:26][cH:25][cH:24]4)[CH2:33][CH2:32][NH:31][CH2:30]3)[CH2:13]2)[cH:2][cH:3][cH:4][cH:5][cH:6]1. The reactants are C(C(C)C)NC(=O)C1=CN(C2=NC=CC=C2C1=O)C1=CC(=CC=C1)C=1C=NC(=CC1)C(C)(C)O (N-Isobutyl-1-{3-[6-(1-hydroxy-1-methylethyl)pyridin-3-yl]phenyl}-1,4-dihydro[1,8]naphthyridin-4-one-3-carboxamide), C(Cl)Cl.CO (methylene chloride methanol), O.O.O.O.O.O.C(C=1C(C(=O)[O-])=CC=CC1)(=O)O[O-].[Mg+2] (magnesium monoperoxyphthalate hexahydrate). Run in CCOCC (ether). Run at time 24 hour. Product: C(C(C)C)NC(=O)C1=CN(C2=NC=CC=C2C1=O)C1=CC(=CC=C1)C=1C=[N+](C(=CC1)C(C)(C)O)[O-] (N-Isobutyl-1-{3-[6-(1-hydroxy-1-methylethyl)-1-oxidopyridin-3-yl]phenyl}-1,4-dihydro[1,8]naphthyridin-4-one-3-carboxamide). RXN SMILES: [CH2:1]([NH:5][C:6]([C:8]1[C:17](=[O:18])[C:16]2[C:11](=[N:12][CH:13]=[CH:14][CH:15]=2)[N:10]([C:19]2[CH:24]=[CH:23][CH:22]=[C:21]([C:25]3[CH:26]=[N:27][C:28]([C:31]([OH:34])([CH3:33])[CH3:32])=[CH:29][CH:30]=3)[CH:20]=2)[CH:9]=1)=[O:7])[CH:2]([CH3:4])[CH3:3].C(Cl)Cl.CO.O.O.O.O.O.O.C(O[O-])(=O)C1C(=CC=CC=1)C([O-])=[O:50].[Mg+2]>CCOCC>[CH2:1]([NH:5][C:6]([C:8]1[C:17](=[O:18])[C:16]2[C:11](=[N:12][CH:13]=[CH:14][CH:15]=2)[N:10]([C:19]2[CH:24]=[CH:23][CH:22]=[C:21]([C:25]3[CH:26]=[N+:27]([O-:50])[C:28]([C:31]([OH:34])([CH3:32])[CH3:33])=[CH:29][CH:30]=3)[CH:20]=2)[CH:9]=1)=[O:7])[CH:2]([CH3:4])[CH3:3] |f:1.2,3.4.5.6.7.8.9.10|. Procedure details: To a mixture of N-isobutyl-1-{3-[6-(1-hydroxy-1-methylethyl)pyridin-3-yl]phenyl}-1,4-dihydro[1,8]naphthyridin-4-one-3-carboxamide from Example 46 in 13:1 methylene chloride/methanol (33 ml/mmol) at room temperature was added magnesium monoperoxyphthalate hexahydrate (MMPP, 1.1 molareq) and the resulting mixture was stirred at room temperature for 24 hours. The mixture was filtered through a bed of celite and the filtrate was washed with aqueous sodium carbonate, then water and dried. The crude p...